Dataset: the Open Reaction Database (ORD), a public repository of structured organic reaction records. Task: describe an organic reaction: reactants, conditions, products, and yield Starting materials: CC(C)(C)N1C(=O)CC(c2ccc(CBr)cc2)S1(=O)=O, CC(C)(C)[O-], [K+], C1CCOC1, O=C(Cc1ccccc1)c1ccccc1. Yields the product CC(C)(C)N1C(=O)CC(c2ccc(CC(C(=O)c3ccccc3)c3ccccc3)cc2)S1(=O)=O. Reaction SMILES: [Br:22][CH2:23][c:24]1[cH:25][cH:26][c:27]([CH:30]2[CH2:31][C:32](=[O:41])[N:33]([C:37]([CH3:38])([CH3:39])[CH3:40])[S:34]2(=[O:35])=[O:36])[cH:28][cH:29]1.[CH3:16][C:17]([CH3:18])([O-:19])[CH3:20].[K+:21].[O:42]1[CH2:43][CH2:44][CH2:45][CH2:46]1.[c:1]1([C:7](=[O:8])[CH2:9][c:10]2[cH:11][cH:12][cH:13][cH:14][cH:15]2)[cH:2][cH:3][cH:4][cH:5][cH:6]1>>[c:1]1([C:7](=[O:8])[CH:9]([c:10]2[cH:11][cH:12][cH:13][cH:14][cH:15]2)[CH2:23][c:24]2[cH:25][cH:26][c:27]([CH:30]3[CH2:31][C:32](=[O:41])[N:33]([C:37]([CH3:38])([CH3:39])[CH3:40])[S:34]3(=[O:35])=[O:36])[cH:28][cH:29]2)[cH:2][cH:3][cH:4][cH:5][cH:6]1. Procedure details: 52.4 g (about 0.22 mol) of crude 7,8-difluoro-2-pentylchroman are initially introduced in 400 ml of THF, and 150.7 ml (0.24 mol) of n-BuLi (15% soln. in hexane) are added at −70° C. After 3 h at this temperature, 26.8 ml (0.24 mol) of trimethyl borate are added dropwise, and the batch is warmed to room temperature. 55 ml of dilute acetic acid (about 30%) are added, and 57 ml of hydrogen peroxide soln. (35%) are carefully added to the batch. When the addition is complete, the mixture is stirred f... Reactants: OO (hydrogen peroxide), FC1=CC=C2CCC(OC2=C1F)CCCCC (7,8-difluoro-2-pentylchroman), [Li]CCCC (n-BuLi), B(OC)(OC)OC (trimethyl borate), Cl (HCl). Solvent: O (Water), C(C)(=O)O (acetic acid), C1CCOC1 (THF). Product: FC1=C(C=C2CCC(OC2=C1F)CCCCC)O (7,8-difluoro-2-pentylchroman-6-ol). Reaction conditions: time 17 hour. Reaction SMILES: [F:1][C:2]1[C:11]([F:12])=[C:10]2[C:5]([CH2:6][CH2:7][CH:8]([CH2:13][CH2:14][CH2:15][CH2:16][CH3:17])[O:9]2)=[CH:4][CH:3]=1.[Li]CCCC.B(OC)(OC)[O:24]C.OO.Cl>C1COCC1.O.C(O)(=O)C>[F:1][C:2]1[C:11]([F:12])=[C:10]2[C:5]([CH2:6][CH2:7][CH:8]([CH2:13][CH2:14][CH2:15][CH2:16][CH3:17])[O:9]2)=[CH:4][C:3]=1[OH:24]. Reactants: ClCCl, CC(C)CC(C(=O)NN(c1ccccc1)S(C)(=O)=O)C(CN)C(=O)OC(C)(C)C, O=S(=O)(Cl)c1cccs1. Yields the product CC(C)CC(C(=O)NN(c1ccccc1)S(C)(=O)=O)C(CNS(=O)(=O)c1cccs1)C(=O)OC(C)(C)C. As a reaction SMILES: [Cl:39][CH2:40][Cl:41].[NH2:1][CH2:2][CH:3]([C:4](=[O:5])[O:6][C:7]([CH3:8])([CH3:9])[CH3:10])[CH:11]([C:12](=[O:13])[NH:14][N:15]([c:16]1[cH:17][cH:18][cH:19][cH:20][cH:21]1)[S:22](=[O:23])(=[O:24])[CH3:25])[CH2:26][CH:27]([CH3:28])[CH3:29].[s:30]1[c:31]([S:35](=[O:36])(=[O:37])[Cl:38])[cH:32][cH:33][cH:34]1>>[NH:1]([CH2:2][CH:3]([C:4](=[O:5])[O:6][C:7]([CH3:8])([CH3:9])[CH3:10])[CH:11]([C:12](=[O:13])[NH:14][N:15]([c:16]1[cH:17][cH:18][cH:19][cH:20][cH:21]1)[S:22](=[O:23])(=[O:24])[CH3:25])[CH2:26][CH:27]([CH3:28])[CH3:29])[S:35]([c:31]1[s:30][cH:34][cH:33][cH:32]1)(=[O:36])=[O:37]. The reactants are ClN1C(CCC1=O)=O (N-chlorosuccinimide), ClN1C(CCC1=O)=O (N-chlorosuccinimide), FC(C1=CC=C(N)C=C1)(F)F (4-(trifluoromethyl) aniline), CSC (dimethyl sulfide). The solvent is ClCCl (dichloromethane), ClCCl (dichloromethane). The product is CS(=NC1=CC=C(C=C1)C(F)(F)F)C (S,S-dimethyl-N-[4-(trifluoromethyl)phenyl]sulfilimine). Reaction conditions: temperature 2.5 celsius, time 1 hour. As a reaction SMILES: ClN1C(=O)CCC1=O.[F:9][C:10]([F:19])([F:18])[C:11]1[CH:17]=[CH:16][C:14]([NH2:15])=[CH:13][CH:12]=1.[CH3:20][S:21][CH3:22]>ClCCl>[CH3:20][S:21]([CH3:22])=[N:15][C:14]1[CH:16]=[CH:17][C:11]([C:10]([F:18])([F:19])[F:9])=[CH:12][CH:13]=1. Reported procedure: A solution of N-chlorosuccinimide (12-43 g, 93.1 mmol) in ˜170 mL of dichloromethane was added to a mixture of 4-(trifluoromethyl) aniline (15 g, 93.1 mmol) and dimethyl sulfide (6.35 g, 102 mmol) in 230 mL of dichloromethane at −5-0° C. After the addition was complete, the mixture was stirred at 0-5° C. for 1 h, and N-chlorosuccinimide (0.02 g, 4.64 mmol) was added. After a further 30 minutes, the mixture was washed with 500 mL of 1N sodium hydroxide. The product is COC=1C=C(C=O)C=C(C1)CCC (3-methoxy-5-propyl-benzaldehyde). Conditions: time 5 hour. As a reaction SMILES: [CH3:1][O:2][C:3]1[CH:4]=[C:5]([CH:8]=[C:9]([CH:11]=[CH:12][CH3:13])[CH:10]=1)[CH:6]=[O:7]>C(OCC)(=O)C.[Pt]=O>[CH3:1][O:2][C:3]1[CH:4]=[C:5]([CH:8]=[C:9]([CH2:11][CH2:12][CH3:13])[CH:10]=1)[CH:6]=[O:7]. Starting materials: COC=1C=C(C=O)C=C(C1)C=CC (3-methoxy-5-(1-propenyl)benzaldehyde). The reagents and catalysts are [Pt]=O (platinum oxide). Solvent: C(C)(=O)OCC (ethyl acetate). Reported procedure: A mixture of 3-methoxy-5-(1-propenyl)benzaldehyde (1.6 g) and platinum oxide (150 mg) in ethyl acetate (150 ml) were hydrogenated at 16 psi in a Parr hydrogenator for 5 hours. The mixture was filtered through a celite/charcoal plug and evaporated. Purification of the residue by flash chromatography using 12% ethyl acetate in hexane afforded the title compound.